From a dataset of the Open Reaction Database (ORD), a public repository of structured organic reaction records. describe an organic reaction: reactants, conditions, products, and yield Starting materials: FC1=C(C=CC(=C1)B1OC(C(O1)(C)C)(C)C)C=1N=CC(=NC1)N (5-(2-fluoro-4-(4,4,5,5-tetramethyl-1,3,2-dioxaborolan-2-yl)phenyl)pyrazin-2-amine), BrC1=C(CS(=O)(=O)N2CC(C2)O)C=CC=C1 (1-((2-bromobenzyl)sulfonyl)azetidin-3-ol). The product is C(=O)O.NC=1N=CC(=NC1)C1=C(C=C(C=C1)C1=C(C=CC=C1)CS(=O)(=O)N1CC(C1)O)F (1-({[4′-(5-Aminopyrazin-2-yl)-3′-fluorobiphenyl-2-yl]methyl}sulfonyl)azetidin-3-ol formic acid salt). As a reaction SMILES: [F:1][C:2]1[CH:7]=[C:6](B2[O:12][C:11](C)(C)C(C)(C)O2)[CH:5]=[CH:4][C:3]=1[C:17]1[N:18]=[CH:19][C:20]([NH2:23])=[N:21][CH:22]=1.Br[C:25]1[CH:39]=[CH:38][CH:37]=[CH:36][C:26]=1[CH2:27][S:28]([N:31]1[CH2:34][CH:33]([OH:35])[CH2:32]1)(=[O:30])=[O:29]>>[CH:11]([OH:12])=[O:29].[NH2:23][C:20]1[N:21]=[CH:22][C:17]([C:3]2[CH:4]=[CH:5][C:6]([C:25]3[CH:39]=[CH:38][CH:37]=[CH:36][C:26]=3[CH2:27][S:28]([N:31]3[CH2:32][CH:33]([OH:35])[CH2:34]3)(=[O:29])=[O:30])=[CH:7][C:2]=2[F:1])=[N:18][CH:19]=1 |f:2.3|. Reported procedure: The title compound was prepared using analogous conditions to those described in Example 1 utilizing 5-(2-fluoro-4-(4,4,5,5-tetramethyl-1,3,2-dioxaborolan-2-yl)phenyl)pyrazin-2-amine and 1-((2-bromobenzyl)sulfonyl)azetidin-3-ol. MS (ESI): mass calcd. for C20H19FN4O3S, 414.12; m/z found, 414.9 [M+H]+. 1H NMR (400 MHz, CD3OD) δ 8.43-8.38 (m, 1H), 8.08 (d, J=1.5, 1H), 7.95 (m, 1H), 7.68-7.60 (m, 1H), 7.49-7.41 (m, 2H), 7.39-7.28 (m, 3H), 4.45-4.36 (m, 3H), 3.79-3.70 (m, 2H), 3.67-3.59 (m, 2H). Reactants: FS(=C(C(F)(F)F)O)F (pentafluorothioacetic acid), [N+](=O)([O-])C(CCO)([N+](=O)[O-])[N+](=O)[O-] (3,3,3-trinitropropanol), S(O)(O)(=O)=O (sulfuric acid). Solvent: ClCCCl (1,2-dichloroethane). The product is FS(=C(C(F)(F)F)OCCC([N+](=O)[O-])([N+](=O)[O-])[N+](=O)[O-])F (3,3,3-Trinitropropyl Pentafluorothioacetate). Isolated yield 95.6%. Reaction SMILES: [F:1][S:2]([F:9])=[C:3]([OH:8])[C:4]([F:7])([F:6])[F:5].[N+:10]([C:13]([N+:20]([O-:22])=[O:21])([N+:17]([O-:19])=[O:18])[CH2:14][CH2:15]O)([O-:12])=[O:11].S(=O)(=O)(O)O>ClCCCl>[F:1][S:2]([F:9])=[C:3]([O:8][CH2:15][CH2:14][C:13]([N+:17]([O-:19])=[O:18])([N+:10]([O-:12])=[O:11])[N+:20]([O-:22])=[O:21])[C:4]([F:7])([F:6])[F:5]. Procedure: A mixture of 0.57 g (0.003 mole) of pentafluorothioacetic acid, 1.2 g (0.006 mole) of 3,3,3-trinitropropanol and 0.3 ml of concentrated sulfuric acid in 10 ml of 1,2-dichloroethane was stirred at reflux temperature for 24 hr in a flask with a reverse Dean Stark trap attached. The reaction mixture was cooled and the organic layer was decanted from the insoluble sulfuric acid. After the removal of volatiles from the organic layer, the residue (oil) was chromatographed on silica gel 40 using methyl... The reactants are C[O+](C)C, ClCCl, F[B-](F)(F)F, S=C1Nc2cccnc2Nc2ccccc21. Yields the product CSC1=Nc2cccnc2Nc2ccccc21. Reaction SMILES: [CH3:22][O+:23]([CH3:24])[CH3:25].[Cl:26][CH2:27][Cl:28].[F:17][B-:18]([F:19])([F:20])[F:21].[n:1]1[cH:2][cH:3][cH:4][c:5]2[c:11]1[NH:10][c:9]1[c:8]([cH:15][cH:14][cH:13][cH:12]1)[C:7](=[S:16])[NH:6]2>>[n:1]1[cH:2][cH:3][cH:4][c:5]2[c:11]1[NH:10][c:9]1[c:8]([cH:15][cH:14][cH:13][cH:12]1)[C:7]([S:16][CH3:22])=[N:6]2.